Dataset: the Open Reaction Database (ORD), a public repository of structured organic reaction records. Task: describe an organic reaction: reactants, conditions, products, and yield Reactants: CS(=O)(=O)[O-].C(C)(=O)SCCCCC(=O)C=1C=[NH+]C=CC1 (3-(5-acetylmercaptopentanoyl)pyridinium methanesulphonate), C([O-])(O)=O.[Na+] (sodium bicarbonate). As a reaction SMILES: CS([O-])(=O)=O.[C:6]([S:9][CH2:10][CH2:11][CH2:12][CH2:13][C:14]([C:16]1[CH:17]=[NH+:18][CH:19]=[CH:20][CH:21]=1)=[O:15])(=[O:8])[CH3:7].C(=O)(O)[O-].[Na+]>C(OCC)(=O)C.O>[C:6]([S:9][CH2:10][CH2:11][CH2:12][CH2:13][C:14](=[O:15])[C:16]1[CH:21]=[CH:20][CH:19]=[N:18][CH:17]=1)(=[O:8])[CH3:7] |f:0.1,2.3|. The product is C(C)(=O)SCCCCC(C1=CN=CC=C1)=O (S-(4-nicotinoylbutyl) thioacetate). Isolated yield 86.3%. The solvent is C(C)(=O)OCC (ethyl acetate), O (water). Reported procedure: A slurry of 3-(5-acetylmercaptopentanoyl)pyridinium methanesulphonate (7.0 g) in ethyl acetate (50 ml) is stirred with a solution of sodium bicarbonate (5 g) in water (50 ml). The ethyl acetate phase is then washed 3 times with water until its pH is 5, dried over magnesium sulphate, filtered and evaporated under reduced pressure to give S-(4-nicotinoylbutyl) thioacetate (4.3 g) in the form of a dark oil which solidifies upon standing (m.p. 43° C.). Reactants: ClC=1C=C(OCC(=O)O)C=CC1Cl (3,4-dichlorophenoxyacetic acid), CN[C@H]1[C@@H](CCCC1)C1NCCC2=CC=CC=C12 ((±)-trans-N-methyl-N-[2-(1,2,3,4-tetrahydroisoquinolinyl)cyclohexyl]amine). Product: Cl.CN(C(COC1=CC(=C(C=C1)Cl)Cl)=O)[C@H]1[C@@H](CCCC1)C1NCCC2=CC=CC=C12 ((±)-trans-N-methyl-N-[2-(1,2,3,4-tetrahydroisoquinolinyl)cyclohexyl](3,4-dichlorophenoxy)acetamide monohydrochloride). Reaction SMILES: [Cl:1][C:2]1[CH:3]=[C:4]([CH:10]=[CH:11][C:12]=1[Cl:13])[O:5][CH2:6][C:7]([OH:9])=O.[CH3:14][NH:15][C@@H:16]1[CH2:21][CH2:20][CH2:19][CH2:18][C@H:17]1[CH:22]1[C:31]2[C:26](=[CH:27][CH:28]=[CH:29][CH:30]=2)[CH2:25][CH2:24][NH:23]1>>[ClH:1].[CH3:14][N:15]([C@@H:16]1[CH2:21][CH2:20][CH2:19][CH2:18][C@H:17]1[CH:22]1[C:31]2[C:26](=[CH:27][CH:28]=[CH:29][CH:30]=2)[CH2:25][CH2:24][NH:23]1)[C:7](=[O:9])[CH2:6][O:5][C:4]1[CH:10]=[CH:11][C:12]([Cl:13])=[C:2]([Cl:1])[CH:3]=1 |f:2.3|. Procedure details: The title compound was prepared according to the method described in Example 2, using 3,4-dichlorophenoxyacetic acid (2.14 g, 9.7 mmol) and (±)-trans-N-methyl-N-[2-(1,2,3,4-tetrahydroisoquinolinyl)cyclohexyl]amine prepared in Example 17 (2.25 g, 9.2 mmol). The crude product was recrystallised from hot methanol, to give the title compound which was slightly hygroscopic. Yield 3.19 g (72%). Carbon-13 NMR data in accord. Starting materials: CI (methyl iodide), S=C1NN=CC(N1)=O (3-thioxo-5-oxo-(2H,4H)-1,2,4-triazine), C(C)(=O)O (acetic acid). Solvent: [OH-].[Na+] (sodium hydroxide). Run at time 2 hour. Product: CSC=1NN=CC(N1)=O (3-methylthio-5-oxo-(2H)-1,2,4-triazine). Reaction SMILES: [S:1]=[C:2]1[NH:7][C:6](=[O:8])[CH:5]=[N:4][NH:3]1.CI.[C:11](O)(=O)C>[OH-].[Na+]>[CH3:11][S:1][C:2]1[NH:3][N:4]=[CH:5][C:6](=[O:8])[N:7]=1 |f:3.4|. Procedure details: Compound 14a (62 g) dissolved in 2N sodium hydroxide (480 ml) is treated with a solution of methyl iodide (30 ml). After 2 hours at room temperature with agitation, the acetic acid (36 ml) is added drop by drop and the mixture set aside overnight at 0° C. The precipitate formed is filtered, centrifuged, and dried under vacuum at 60° C. in the presence of P2O5 in order to obtain the compound 14b (56.4 g).